This data is from the Open Reaction Database (ORD), a public repository of structured organic reaction records. The task is: describe an organic reaction: reactants, conditions, products, and yield The reactants are CCOC(=O)CC1C(=O)NCCN1C(=O)OC(C)(C)C, CO, [Na+], [OH-]. The product is CC(C)(C)OC(=O)N1CCNC(=O)C1CC(=O)O. Reaction SMILES: [C:3]([CH3:4])([CH3:5])([CH3:6])[O:7][C:8](=[O:9])[N:10]1[CH:11]([CH2:17][C:18](=[O:19])[O:20][CH2:21][CH3:22])[C:12](=[O:16])[NH:13][CH2:14][CH2:15]1.[CH3:23][OH:24].[Na+:2].[OH-:1]>>[C:3]([CH3:4])([CH3:5])([CH3:6])[O:7][C:8](=[O:9])[N:10]1[CH:11]([CH2:17][C:18](=[O:19])[OH:20])[C:12](=[O:16])[NH:13][CH2:14][CH2:15]1. Reactants: CCCCCCCCCC#CCO, [Li]CCCC, C#CCCCCCCCCCCC. The product is CCCCCCCCCCCC#CCO. RXN SMILES: [CH2:1]([C:2]#[C:3][CH2:4][CH2:5][CH2:6][CH2:7][CH2:8][CH2:9][CH2:10][CH2:11][CH3:12])[OH:13].[CH3:27][CH2:28][CH2:29][CH2:30][Li:31].[CH:14]#[C:15][CH2:16][CH2:17][CH2:18][CH2:19][CH2:20][CH2:21][CH2:22][CH2:23][CH2:24][CH2:25][CH3:26]>>[CH2:1]([C:2]#[C:3][CH2:4][CH2:5][CH2:6][CH2:7][CH2:8][CH2:9][CH2:10][CH2:11][CH2:12][CH2:14][CH3:15])[OH:13]. Starting materials: CCO, CCCC(=CC(=O)OCC)c1ccc(F)cc1, [H][H]. Yields the product CCCC(CC(=O)OCC)c1ccc(F)cc1. RXN SMILES: [CH3:20][CH2:21][OH:22].[F:1][c:2]1[cH:3][cH:4][c:5]([C:8](=[CH:9][C:10](=[O:11])[O:12][CH2:13][CH3:14])[CH2:15][CH2:16][CH3:17])[cH:6][cH:7]1.[H:18][H:19]>>[F:1][c:2]1[cH:3][cH:4][c:5]([CH:8]([CH2:9][C:10](=[O:11])[O:12][CH2:13][CH3:14])[CH2:15][CH2:16][CH3:17])[cH:6][cH:7]1.